From a dataset of the Open Reaction Database (ORD), a public repository of structured organic reaction records. describe an organic reaction: reactants, conditions, products, and yield Reactants: C(Cl)(Cl)Cl (chloroform), OC1=NC2=CC=CC=C2C=C1 (2-hydroxyquinoline), BrCCCCBr (1,4-dibromobutane), [H-].[Na+] (sodium hydride). Solvent: CN(C=O)C (dimethylformamide). Reaction conditions: temperature 60 celsius, time 30 minute. Yields the product BrCCCCN1C(C=CC2=CC=CC=C12)=O (1-(4-bromobutyl)-2(1H)-quinolinone). Yield: 6424.9%. RXN SMILES: [OH:1][C:2]1[CH:11]=[CH:10][C:9]2[C:4](=[CH:5][CH:6]=[CH:7][CH:8]=2)[N:3]=1.[H-].[Na+].[Br:14][CH2:15][CH2:16][CH2:17][CH2:18]Br.C(Cl)(Cl)Cl>CN(C)C=O>[Br:14][CH2:15][CH2:16][CH2:17][CH2:18][N:3]1[C:4]2[C:9](=[CH:8][CH:7]=[CH:6][CH:5]=2)[CH:10]=[CH:11][C:2]1=[O:1] |f:1.2|. Procedure details: 2-hydroxyquinoline (0.29 g, 2.0 mmoles) was dissolved in 4 ml of dimethylformamide, 60% sodium hydride (80 mg, 2.0 mmoles) was added to the solution, and the mixture was stirred at 60° C. for 30 minutes and then cooled to room temperature. 1,4-dibromobutane (2.16 g, 10 mmoles) was further added, and the resulting mixture was stirred at 60° C. for 4 hours. After chloroform was added to the reaction mixture, insolubles were removed by filtration, the filtrate was washed with water, and the solvent... The reactants are CC(C)(C)OC(=O)NC(C(=O)OC)P(=O)(OC)OC (Boc-phosphonoglycine trimethyl ester), C1CCC2=NCCCN2CC1 (DBU), ClC=1C=C(COC=2C=C(C=CC2)[C@H]2COC3=C(O2)C=CC(=C3)C=O)C=CC1Cl ((S)-2-[3-(3,4-Dichloro-benzyloxy)-phenyl]-2,3-dihydro-benzo[1,4]dioxine-6 carbaldehyde). Run in C(Cl)Cl (DCM), C(Cl)Cl (DCM), C(Cl)Cl (DCM), C(Cl)Cl (DCM), hexanes. Run at time 12 hour. Yields the product COC(C(=CC1=CC2=C(O[C@H](CO2)C2=CC(=CC=C2)OCC2=CC(=C(C=C2)Cl)Cl)C=C1)NC(=O)OC(C)(C)C)=O (2-tert-Butoxycarbonylamino-3-{(S)-2-[3-(3,4-dichloro-benzyloxy)-phenyl]-2,3-dihydro-benzo[1,4]dioxin-6-yl}-acrylic acid methyl ester). The yield is 60.7%. As a reaction SMILES: [Cl:1][C:2]1[CH:3]=[C:4]([CH:25]=[CH:26][C:27]=1[Cl:28])[CH2:5][O:6][C:7]1[CH:8]=[C:9]([C@@H:13]2[O:18][C:17]3[CH:19]=[CH:20][C:21]([CH:23]=O)=[CH:22][C:16]=3[O:15][CH2:14]2)[CH:10]=[CH:11][CH:12]=1.C1CCN2C(=NCCC2)CC1.[CH3:40][C:41]([O:44][C:45]([NH:47][CH:48](P(OC)(OC)=O)[C:49]([O:51][CH3:52])=[O:50])=[O:46])([CH3:43])[CH3:42]>C(Cl)Cl>[CH3:52][O:51][C:49](=[O:50])[C:48]([NH:47][C:45]([O:44][C:41]([CH3:42])([CH3:40])[CH3:43])=[O:46])=[CH:23][C:21]1[CH:20]=[CH:19][C:17]2[O:18][C@@H:13]([C:9]3[CH:10]=[CH:11][CH:12]=[C:7]([O:6][CH2:5][C:4]4[CH:25]=[CH:26][C:27]([Cl:28])=[C:2]([Cl:1])[CH:3]=4)[CH:8]=3)[CH2:14][O:15][C:16]=2[CH:22]=1. Procedure: (S)-2-[3-(3,4-Dichloro-benzyloxy)-phenyl]-2,3-dihydro-benzo[1,4]dioxine-6 carbaldehyde (2.1 g) was dissolved in 8 mL dry DCM under nitrogen at rt and DBU (1.61 g) was added by syringe. A solution of Boc-phosphonoglycine trimethyl ester (1.58 g) in 4 mL of dry DCM was added to the reaction mixture and stirred at rt. for 12 hours. Reaction mixture was directly loaded on to silica gel column (40% hexanes in DCM to DCM) gave 1.8 g pure product. 1H NMR (400 MHz, CDCl3): 7.55 (d, 1H), 7.46 (d, 1H), 7.... Reactants: ClC(=O)N1C=2C(C(NC3=C1C=CC=C3)=O)=CSC2C (4-(chlorocarbonyl)-4,9-dihydro-3-methyl-10H-thieno[3,4-b][1,5]benzodiazepin-10-one), CN(CCCC1CCN(CC1)CCN)C (2-[4-[3-(dimethylamino)propyl]-piperidin-l-yl]ethanamine). Solvent: C(C)(C)(C)OC (t-butylmethyl ether). Product: CN(CCCC1CCN(CC1)CCNC(=O)N1C=2C(C(NC3=C1C=CC=C3)=O)=CSC2C)C (4,9-Dihydro-4-[[[2-[4-[3-(dimethylamino)propyl]-piperidin-l-yl]ethyl]amino]carbonyl]-3-methyl-10H-thieno[3,4-b][1,5]benzodiazepin-10-one). Isolated yield 17.0%. Reaction SMILES: Cl[C:2]([N:4]1[C:10]2[CH:11]=[CH:12][CH:13]=[CH:14][C:9]=2[NH:8][C:7](=[O:15])[C:6]2=[CH:16][S:17][C:18]([CH3:19])=[C:5]12)=[O:3].[CH3:20][N:21]([CH3:34])[CH2:22][CH2:23][CH2:24][CH:25]1[CH2:30][CH2:29][N:28]([CH2:31][CH2:32][NH2:33])[CH2:27][CH2:26]1>C(OC)(C)(C)C>[CH3:34][N:21]([CH3:20])[CH2:22][CH2:23][CH2:24][CH:25]1[CH2:26][CH2:27][N:28]([CH2:31][CH2:32][NH:33][C:2]([N:4]2[C:10]3[CH:11]=[CH:12][CH:13]=[CH:14][C:9]=3[NH:8][C:7](=[O:15])[C:6]3=[CH:16][S:17][C:18]([CH3:19])=[C:5]23)=[O:3])[CH2:29][CH2:30]1. Procedure: Prepared analogously to Example 1 from 4-(chlorocarbonyl)-4,9-dihydro-3-methyl-10H-thieno[3,4-b][1,5]benzodiazepin-10-one and 2-[4-[3-(dimethylamino)propyl]-piperidin-l-yl]ethanamine in a yield of 17% of theory. Colourless crystals, m.p. >300° C. (t-butylmethyl ether). The reactants are ClC=1N=C(NC1CC)C(=O)N[C@@H]1[C@@H](CN(CC1)C=1SC(=C(N1)C(=O)O)C(=O)OCC)OCC (cis(±)-2-(4-{[(4-chloro-5-ethyl-1H-imidazol-2-yl)carbonyl]amino}-3-ethoxypiperidin-1-yl)-5-(ethoxycarbonyl)-1,3-thiazole-4-carboxylic acid), ON1N=NC2=C1C=CC=C2 (1-hydroxybenzotriazole), NC(CO)C (2-amino-1-propanol), CCN=C=NCCCN(C)C.Cl (WSC hydrochloride). Yields the product ClC=1N=C(NC1CC)C(=O)N[C@@H]1[C@@H](CN(CC1)C=1SC(=C(N1)C(NC(CO)C)=O)C(=O)OCC)OCC (Ethyl 2-((3R*,4S*)-4-{[(4-chloro-5-ethyl-1H-imidazol-2-yl)carbonyl]amino}-3-ethoxypiperidin-1-yl)-4-[(2-hydroxy-1-methylethyl)carbamoyl]-1,3-thiazole-5-carboxylate). Isolated yield 64.6%. As a reaction SMILES: [Cl:1][C:2]1[N:3]=[C:4]([C:9]([NH:11][C@H:12]2[CH2:17][CH2:16][N:15]([C:18]3[S:19][C:20]([C:26]([O:28][CH2:29][CH3:30])=[O:27])=[C:21]([C:23](O)=[O:24])[N:22]=3)[CH2:14][C@H:13]2[O:31][CH2:32][CH3:33])=[O:10])[NH:5][C:6]=1[CH2:7][CH3:8].[NH2:34][CH:35]([CH3:38])[CH2:36][OH:37].CCN=C=NCCCN(C)C.Cl.ON1C2C=CC=CC=2N=N1>>[Cl:1][C:2]1[N:3]=[C:4]([C:9]([NH:11][C@H:12]2[CH2:17][CH2:16][N:15]([C:18]3[S:19][C:20]([C:26]([O:28][CH2:29][CH3:30])=[O:27])=[C:21]([C:23](=[O:24])[NH:34][CH:35]([CH3:38])[CH2:36][OH:37])[N:22]=3)[CH2:14][C@H:13]2[O:31][CH2:32][CH3:33])=[O:10])[NH:5][C:6]=1[CH2:7][CH3:8] |f:2.3|. Procedure: The same operation as in Example (247a) was performed using cis(±)-2-(4-{[(4-chloro-5-ethyl-1H-imidazol-2-yl)carbonyl]amino}-3-ethoxypiperidin-1-yl)-5-(ethoxycarbonyl)-1,3-thiazole-4-carboxylic acid obtained in Example (50a) (200 mg, 0.40 mmol), 2-amino-1-propanol (0.06 mL, 0.80 mmol), WSC hydrochloride (230 mg, 1.20 mmol) and 1-hydroxybenzotriazole (54 mg, 0.40 mmol), to obtain 144 mg of the title compound as a white solid (65%). The reactants are C([O-])([O-])=O.[K+].[K+] (potassium carbonate), BrC1=C(C=CC(=C1)C(C)(C)C)CBr (2-bromo-1-(bromomethyl)-4-(1,1-dimethylethyl)benzene), C1(CCCCC1)N1C(NC(C(=C1O)C(=O)NCC(=O)OCC)=O)=O (ethyl N-[(1-cyclohexyl-6-hydroxy-2,4-dioxo-1,2,3,4-tetrahydro-5-pyrimidinyl)carbonyl]glycinate), Cl (hydrochloric acid). The solvent is CN(C=O)C (dimethylformamide). Reaction conditions: time 8 hour. The product is BrC1=C(C=CC(=C1)C(C)(C)C)CN1C(N(C(=C(C1=O)C(=O)NCC(=O)O)O)C1CCCCC1)=O (N-[(3-{[2-Bromo-4-(1,1-dimethylethyl)phenyl]methyl}-1-cyclohexyl-6-hydroxy-2,4-dioxo-1,2,3,4-tetrahydro-5-pyrimidinyl)carbonyl]glycine). The yield is 7.5%. As a reaction SMILES: [CH:1]1([N:7]2[C:12]([OH:13])=[C:11]([C:14]([NH:16][CH2:17][C:18]([O:20]CC)=[O:19])=[O:15])[C:10](=[O:23])[NH:9][C:8]2=[O:24])[CH2:6][CH2:5][CH2:4][CH2:3][CH2:2]1.C(=O)([O-])[O-].[K+].[K+].[Br:31][C:32]1[CH:37]=[C:36]([C:38]([CH3:41])([CH3:40])[CH3:39])[CH:35]=[CH:34][C:33]=1[CH2:42]Br.Cl>CN(C)C=O>[Br:31][C:32]1[CH:37]=[C:36]([C:38]([CH3:40])([CH3:39])[CH3:41])[CH:35]=[CH:34][C:33]=1[CH2:42][N:9]1[C:10](=[O:23])[C:11]([C:14]([NH:16][CH2:17][C:18]([OH:20])=[O:19])=[O:15])=[C:12]([OH:13])[N:7]([CH:1]2[CH2:6][CH2:5][CH2:4][CH2:3][CH2:2]2)[C:8]1=[O:24] |f:1.2.3|. Procedure details: A mixture of ethyl N-[(1-cyclohexyl-6-hydroxy-2,4-dioxo-1,2,3,4-tetrahydro-5-pyrimidinyl)carbonyl]glycinate (340 mg, 1.0 mmoles), pulv. potassium carbonate (740 mg, 5.35 mmoles) and 2-bromo-1-(bromomethyl)-4-(1,1-dimethylethyl)benzene (612 mg, 2.0 mmoles) in dimethylformamide (5 mL) was vigorously stirred at 100° C. for 3 hours. The mixture was poured into 1 molar hydrochloric acid and extracted with ethyl acetate (×2). The combined organic solutions were washed with 1 molar hydrochloric acid an... The reactants are C(C(=O)O)(=O)O.ClC=1C=C(OC2CNCCC3=C2C=CC=C3)C=CC1 (1-(m-chlorophenoxy)-2,3,4,5-tetrahydro-3-benzazepine oxalate), ClCC1CC1 (chloromethylcyclopropane), C([O-])(O)=O.[Na+] (sodium bicarbonate). Run in CN(C)C=O (DMF). Yields the product C(C(=O)O)(=O)O.ClC=1C=C(OC2CN(CCC3=C2C=CC=C3)CC3CC3)C=CC1 (1-(m-chlorophenoxy)-3-cyclopropylmethyl-2,3,4,5-tetrahydro-3-benzazepine oxalate). RXN SMILES: [C:1]([OH:6])(=[O:5])[C:2]([OH:4])=[O:3].[Cl:7][C:8]1[CH:9]=[C:10]([CH:23]=[CH:24][CH:25]=1)[O:11][CH:12]1[C:18]2[CH:19]=[CH:20][CH:21]=[CH:22][C:17]=2[CH2:16][CH2:15][NH:14][CH2:13]1.Cl[CH2:27][CH:28]1[CH2:30][CH2:29]1.C(=O)(O)[O-].[Na+]>CN(C=O)C>[C:1]([OH:6])(=[O:5])[C:2]([OH:4])=[O:3].[Cl:7][C:8]1[CH:9]=[C:10]([CH:23]=[CH:24][CH:25]=1)[O:11][CH:12]1[C:18]2[CH:19]=[CH:20][CH:21]=[CH:22][C:17]=2[CH2:16][CH2:15][N:14]([CH2:27][CH:28]2[CH2:30][CH2:29]2)[CH2:13]1 |f:0.1,3.4,6.7|. Reported procedure: A mixture of 1-(m-chlorophenoxy)-2,3,4,5-tetrahydro-3-benzazepine of Example 4, (7.0 g, 0.026 mole), chloromethylcyclopropane (4.6 g, 0.051 mole) and sodium bicarbonate (8.4 g, 0.10 mole) in DMF (85 ml) was warmed at 80°-90° C. for four hours. The reaction mixture was cooled, then concentrated under high vacuum to an oil which was stirred with water and extracted with ether. The ether extracts were twice washed with water and dried (saturated NaCl, anhydrous MgSO4). The solution was filtered, th... Reactants: Cl (hydrogen chloride), ClCC(=O)C=1N(C=CC1)CC1=C(C=CC=C1)F (2-chloroacetyl-1-(o-fluorobenzyl)pyrrole), FC1=C(CN2C=CC=C2)C=CC=C1 (1-(o-fluorobenzyl)pyrrole), ClCC#N (chloroacetonitrile). Solvent: CCOCC (ether). Run at time 1 hour. The product is FC1=C(CCC=2NC=CC2)C=CC=C1 (o-fluorophenethylpyrrole), ClCC(=O)C=1N(C=CC1)CCC1=C(C=CC=C1)F (2-chloroacetyl-1-(o-fluorophenethyl)pyrrole). Reaction SMILES: [F:1][C:2]1[CH:13]=[CH:12][CH:11]=[CH:10][C:3]=1[CH2:4]N1C=CC=C1.ClCC#N.Cl.[Cl:19][CH2:20][C:21]([C:23]1[N:24]([CH2:28][C:29]2[CH:34]=[CH:33][CH:32]=[CH:31][C:30]=2F)[CH:25]=[CH:26][CH:27]=1)=[O:22]>CCOCC>[F:1][C:2]1[CH:13]=[CH:12][CH:11]=[CH:10][C:3]=1[CH2:4][CH2:21][C:23]1[NH:24][CH:25]=[CH:26][CH:27]=1.[Cl:19][CH2:20][C:21]([C:23]1[N:24]([CH2:28][CH2:29][C:34]2[CH:33]=[CH:32][CH:31]=[CH:30][C:2]=2[F:1])[CH:25]=[CH:26][CH:27]=1)=[O:22]. Reported procedure: A solution of 40 g of 1-(o-fluorobenzyl)pyrrole and 17.2 g of chloroacetonitrile in 200 ml of anhydrous ether at a temperature between 0° and -5° C. is saturated with hydrogen chloride gas and then the solution is stirred until a heavy white cake forms. This cake is broken up and permitted to sit for one hour at ambient temperature. The white solid is filtered, washed with ether and dried and then hydrolyzed in water and extracted with ether. Concentration of the ether extracts leaves white crys...